From a dataset of the Open Reaction Database (ORD), a public repository of structured organic reaction records. describe an organic reaction: reactants, conditions, products, and yield As a reaction SMILES: [F:1][C:2]([F:35])([F:34])[C:3]1[CH:4]=[C:5]([CH:27]=[C:28]([C:30]([F:33])([F:32])[F:31])[CH:29]=1)[CH2:6][N:7]1[C:13](=[O:14])[C:12]2[C:15]([C:20]3[CH:25]=[CH:24][CH:23]=[CH:22][C:21]=3[CH3:26])=[CH:16][C:17](Cl)=[N:18][C:11]=2[O:10][CH2:9][CH2:8]1.[O:36]=[C:37]1[CH2:41][CH2:40][CH2:39][N:38]1[CH:42]1[CH2:47][CH2:46][NH:45][CH2:44][CH2:43]1>>[F:1][C:2]([F:35])([F:34])[C:3]1[CH:4]=[C:5]([CH:27]=[C:28]([C:30]([F:33])([F:32])[F:31])[CH:29]=1)[CH2:6][N:7]1[C:13](=[O:14])[C:12]2[C:15]([C:20]3[CH:25]=[CH:24][CH:23]=[CH:22][C:21]=3[CH3:26])=[CH:16][C:17]([N:45]3[CH2:44][CH2:43][CH:42]([N:38]4[CH2:39][CH2:40][CH2:41][C:37]4=[O:36])[CH2:47][CH2:46]3)=[N:18][C:11]=2[O:10][CH2:9][CH2:8]1. Reported procedure: In a similar manner to Example 1, 4-[3,5-bis(trifluoromethyl)benzyl]-8-chloro-6-(2-methylphenyl)-5-oxo-2,3,4,5-tetrahydropyrido[3,2-f][1,4]oxazepine (51.5 mg) was reacted with 4-(2-oxopyrrolidine-1-yl)piperidine (50.5 mg) to obtain 4-[3,5-bis(trifluoromethyl)benzyl]-6-(2-methylphenyl)-8-[4-(2-oxopyrrolidine-1-yl)piperidine-1-yl]-5-oxo-2,3,4,5-tetrahydropyrido[3,2-f][1,4]oxazepine (5.2 mg, 8%). Isolated yield 8.0%. Reactants: FC(C=1C=C(CN2CCOC3=C(C2=O)C(=CC(=N3)Cl)C3=C(C=CC=C3)C)C=C(C1)C(F)(F)F)(F)F (4-[3,5-bis(trifluoromethyl)benzyl]-8-chloro-6-(2-methylphenyl)-5-oxo-2,3,4,5-tetrahydropyrido[3,2-f][1,4]oxazepine), O=C1N(CCC1)C1CCNCC1 (4-(2-oxopyrrolidine-1-yl)piperidine). Yields the product FC(C=1C=C(CN2CCOC3=C(C2=O)C(=CC(=N3)N3CCC(CC3)N3C(CCC3)=O)C3=C(C=CC=C3)C)C=C(C1)C(F)(F)F)(F)F (4-[3,5-bis(trifluoromethyl)benzyl]-6-(2-methylphenyl)-8-[4-(2-oxopyrrolidine-1-yl)piperidine-1-yl]-5-oxo-2,3,4,5-tetrahydropyrido[3,2-f][1,4]oxazepine). The reactants are Fc1ccccc1-c1cn2c(Cl)nc3c(c2n1)CCCC3, NCc1ccccc1, O. Product: Fc1ccccc1-c1cn2c(NCc3ccccc3)nc3c(c2n1)CCCC3. Reaction SMILES: [Cl:9][c:10]1[n:11][c:12]2[c:17]([c:18]3[n:19]1[cH:20][c:21](-[c:23]1[c:24]([F:29])[cH:25][cH:26][cH:27][cH:28]1)[n:22]3)[CH2:16][CH2:15][CH2:14][CH2:13]2.[NH2:1][CH2:2][c:3]1[cH:4][cH:5][cH:6][cH:7][cH:8]1.[OH2:30]>>[NH:1]([CH2:2][c:3]1[cH:4][cH:5][cH:6][cH:7][cH:8]1)[c:10]1[n:11][c:12]2[c:17]([c:18]3[n:19]1[cH:20][c:21](-[c:23]1[c:24]([F:29])[cH:25][cH:26][cH:27][cH:28]1)[n:22]3)[CH2:16][CH2:15][CH2:14][CH2:13]2. RXN SMILES: C([Li])CCC.[C:6]([Si:8]([CH3:11])([CH3:10])[CH3:9])#[CH:7].[N:12]1[CH:17]=[CH:16][C:15]([C:18](=[O:20])[CH3:19])=[N:14][CH:13]=1>C1COCC1.O>[N:12]1[CH:17]=[CH:16][C:15]([C:18]([OH:20])([C:7]#[C:6][Si:8]([CH3:11])([CH3:10])[CH3:9])[CH3:19])=[N:14][CH:13]=1. The reactants are C(CCC)[Li] (n-butyllithium), C(#C)[Si](C)(C)C (ethynyl(trimethyl)silane), N1=CN=C(C=C1)C(C)=O (1-(pyrimidin-4-yl)ethanone). Product: N1=CN=C(C=C1)C(C)(C#C[Si](C)(C)C)O (2-(pyrimidin-4-yl)-4-(trimethylsilyl)but-3-yn-2-ol). Run at temperature -78 celsius, time 10 minute. The solvent is C1CCOC1 (THF), C1CCOC1 (THF), O (water). Reported procedure: To a solution of n-butyllithium (2.5M in hexane, 2.1 ml, 5.32 mmol) in THF (3 mL) at −78° C. was added dropwise ethynyl(trimethyl)silane (0.7 mL, 4.91 mmol). The reaction was stirred at −78° C. for 10 minutes and then 1-(pyrimidin-4-yl)ethanone (0.5 g, 4.09 mmol) was added in more THF (2 mL). The reaction was stirred at −78° C. to RT overnight. The mixture was diluted with water and the volatiles removed in vacuo. The product was then extracted with CHCl3:IPA (2:1 ratio, 2×25 mL). The organic ph...